Dataset: the Open Reaction Database (ORD), a public repository of structured organic reaction records. Task: describe an organic reaction: reactants, conditions, products, and yield Starting materials: alcohol, OC(CC(=O)OCC)C1=CC(=CC=C1)OCC1=CC2=CC=CC=C2C=C1 (ethyl 3-hydroxy-3-[3-(naphth-2-ylmethoxy)phenyl]propionate), [H-].[Al+3].[Li+].[H-].[H-].[H-] (lithium aluminium hydride), C1=C(C=CC2=CC=CC=C12)COC=1C=C(C=O)C=CC1 (3-(naphth-2-ylmethoxy)benzaldehyde), BrCC(=O)OCC (ethyl bromoacetate). Reagents/catalysts: [Zn] (zinc). Yields the product C1=C(C=CC2=CC=CC=C12)COC=1C=C(C=CC1)C(CCO)O (3-[3-(naphth-2-ylmethoxy)phenyl]propane-1,3-diol). RXN SMILES: C1C2C(=CC=CC=2)C=CC=1COC1C=C(C=CC=1)C=O.BrCC(OCC)=O.[OH:28][CH:29]([C:36]1[CH:41]=[CH:40][CH:39]=[C:38]([O:42][CH2:43][C:44]2[CH:53]=[CH:52][C:51]3[C:46](=[CH:47][CH:48]=[CH:49][CH:50]=3)[CH:45]=2)[CH:37]=1)[CH2:30][C:31](OCC)=[O:32].[H-].[Al+3].[Li+].[H-].[H-].[H-]>[Zn]>[CH:45]1[C:46]2[C:51](=[CH:50][CH:49]=[CH:48][CH:47]=2)[CH:52]=[CH:53][C:44]=1[CH2:43][O:42][C:38]1[CH:37]=[C:36]([CH:29]([OH:28])[CH2:30][CH2:31][OH:32])[CH:41]=[CH:40][CH:39]=1 |f:3.4.5.6.7.8|. Procedure: The appropriate alcohol starting material was obtained as follows: A mixture of 3-(naphth-2-ylmethoxy)benzaldehyde, ethyl bromoacetate and zinc was reacted using the procedure described in Example 2. There was thus obtained ethyl 3-hydroxy-3-[3-(naphth-2-ylmethoxy)phenyl]propionate which was reduced with lithium aluminium hydride using the conditions described in note d above to give 3-[3-(naphth-2-ylmethoxy)phenyl]propane-1,3-diol as a colourless oil. The reactants are CCOC(=O)c1ccc2oc(-c3ccccc3)c(OCCCN3CCN(Cc4ccc5ccccc5n4)CC3)c(=O)c2c1, CC(=O)O, CCO, [Na+], O=C([O-])O. Product: O=C(O)c1ccc2oc(-c3ccccc3)c(OCCCN3CCN(Cc4ccc5ccccc5n4)CC3)c(=O)c2c1. RXN SMILES: [CH2:1]([CH3:2])[O:3][C:4](=[O:5])[c:6]1[cH:7][c:8]2[c:9](=[O:43])[c:10]([O:22][CH2:23][CH2:24][CH2:25][N:26]3[CH2:27][CH2:28][N:29]([CH2:32][c:33]4[n:34][c:35]5[cH:36][cH:37][cH:38][cH:39][c:40]5[cH:41][cH:42]4)[CH2:30][CH2:31]3)[c:11](-[c:16]3[cH:17][cH:18][cH:19][cH:20][cH:21]3)[o:12][c:13]2[cH:14][cH:15]1.[CH3:49][C:50](=[O:51])[OH:52].[CH3:53][CH2:54][OH:55].[Na+:44].[OH:45][C:46](=[O:47])[O-:48]>>[O:3]=[C:4]([OH:5])[c:6]1[cH:7][c:8]2[c:9](=[O:43])[c:10]([O:22][CH2:23][CH2:24][CH2:25][N:26]3[CH2:27][CH2:28][N:29]([CH2:32][c:33]4[n:34][c:35]5[cH:36][cH:37][cH:38][cH:39][c:40]5[cH:41][cH:42]4)[CH2:30][CH2:31]3)[c:11](-[c:16]3[cH:17][cH:18][cH:19][cH:20][cH:21]3)[o:12][c:13]2[cH:14][cH:15]1. Starting materials: C1(=CC=CC=C1)C(C1=CC=CC=C1)OC(=O)C12C(=CC3C2(CC2C(CCC2C1(C3)C=O)C)COC31OC2C(O3)OC(C2OC(C)C)C1O)C(C)C (8a-[[[6-(isopropoxy)tetrahydro-7-hydroxy-2,5-methanofuro[2,3-d]-1,3-dioxol-2-yl]oxy]methyl]-4-formyl-4,4a,5,6,7,7a,8,8a-octahydro-7-methyl-3-(1-methylethyl)-1,4-methano-s-indacene-3a(1H)-carboxylic acid diphenylmethyl ester). Reagents/catalysts: [C].[Pd] (palladium-carbon). Solvent: C(C)(=O)OCC (ethyl acetate). Reaction conditions: time 2 hour. Product: C(C)(C)OC1C2OC3OC(OC31)(C2O)OCC23CC1C(CCC1C1(C3(C(=CC2C1)C(C)C)C(=O)O)C=O)C (8a-[[[6-(isopropoxy)tetrahydro-7-hydroxy-2,5-methanofuro[2,3-d]-1,3-dioxol-2-yl]oxy]methyl]-4-formyl-4,4a,5,6,7,7a,8,8a-octahydro-7-methyl-3-(1-methylethyl)-1,4-methano-s-indacene-3a(1H)-carboxylic acid). Yield: 99.1%. As a reaction SMILES: C1(C([O:14][C:15]([C:17]23[C:28]4([CH:30]=[O:31])[CH2:29][CH:20]([C:21]2([CH2:33][O:34][C:35]25[CH:47]([OH:48])[CH:41]6[CH:42]([O:43][CH:44]([CH3:46])[CH3:45])[CH:37]([CH:38]([O:40]6)[O:39]2)[O:36]5)[CH2:22][CH:23]2[CH:27]4[CH2:26][CH2:25][CH:24]2[CH3:32])[CH:19]=[C:18]3[CH:49]([CH3:51])[CH3:50])=[O:16])C2C=CC=CC=2)C=CC=CC=1>C(OCC)(=O)C.[C].[Pd]>[CH:44]([O:43][CH:42]1[CH:37]2[CH:38]3[O:39][C:35]([O:34][CH2:33][C:21]45[CH:20]6[CH2:29][C:28]([CH:30]=[O:31])([C:17]4([C:15]([OH:16])=[O:14])[C:18]([CH:49]([CH3:51])[CH3:50])=[CH:19]6)[CH:27]4[CH:23]([CH:24]([CH3:32])[CH2:25][CH2:26]4)[CH2:22]5)([CH:47]([OH:48])[CH:41]1[O:40]3)[O:36]2)([CH3:45])[CH3:46] |f:2.3|. Procedure details: 9 mg of compound (34) was dissolved in 2 ml of ethyl acetate and allowed to react in the presence of a catalytic amount of 10% palladium-carbon under stirring under a hydrogen atmosphere at room temperature for 2 hours. The reaction solution was filtered, and the filtrate was concentrated in vacuo. The reaction product was charged onto a silica gel column (Kieselgel 60, Merck, 1.0φ×30 cm) and eluted with chloroform-methanol (30:1). The fraction containing the desired product was concentrated to ... Reactants: BrCCBr (1,2-dibromoethane), O (water), C1C=CC2=CC=CC=C12 (indene), C(CCC)[Li] (n-butyllithium). Run in O1CCCC1 (tetrahydrofuran), O1CCCC1 (tetrahydrofuran). Conditions: temperature -78 celsius, time 4 hour. Yields the product C1(C=CC2=CC=CC=C12)CCC1C=CC2=CC=CC=C12 (1.2-bisindenylethane). Isolated yield 51.6%. As a reaction SMILES: [CH2:1]1[C:9]2[C:4](=[CH:5][CH:6]=[CH:7][CH:8]=2)[CH:3]=[CH:2]1.[CH2:10]([Li])[CH2:11][CH2:12][CH3:13].Br[CH2:16][CH2:17]Br.O>O1CCCC1>[CH:1]1([CH2:13][CH2:12][CH:11]2[C:10]3[C:1](=[CH:2][CH:3]=[CH:16][CH:17]=3)[CH:9]=[CH:8]2)[C:9]2[C:4](=[CH:5][CH:6]=[CH:7][CH:8]=2)[CH:3]=[CH:2]1. Procedure: 50.8 g of indene (437 mmol) were dissolved under an inert atmosphere in 500 ml of tetrahydrofuran in a 2-necked 2 l flask and cooled to -78° C. 175 ml of n-butyllithium (2.5 M in hexane, 437.5 mmol) were added dropwise slowly (1 hour). The mixture was allowed to warm again to room temperature and was stirred for a further 4 hours. It was cooled to -78° C., and 40.42 g of 1,2-dibromoethane (215 mmol) dissolved in 100 ml of tetrahydrofuran were added dropwise (within 20 minutes). After the end of ... The reactants are ClC1=C(C(=O)Cl)C(=CC=C1)F (2-chloro-6-fluorobenzoyl chloride), FC(C1=C(C=CC=C1)NN)(F)F (o-trifluoromethylphenylhydrazine), O (water). Run in N1=CC=CC=C1 (pyridine). Run at time 90 minute. The product is FC(C1=C(C=CC=C1)N(N)C(C1=C(C=CC=C1F)Cl)=O)(F)F (N1 -(α,α,α-trifluoro-o-tolyl)-2-chloro-6-fluorobenzhydrazide). Reaction SMILES: [Cl:1][C:2]1[CH:10]=[CH:9][CH:8]=[C:7]([F:11])[C:3]=1[C:4](Cl)=[O:5].[F:12][C:13]([F:23])([F:22])[C:14]1[CH:19]=[CH:18][CH:17]=[CH:16][C:15]=1[NH:20][NH2:21].O>N1C=CC=CC=1>[F:12][C:13]([F:22])([F:23])[C:14]1[CH:19]=[CH:18][CH:17]=[CH:16][C:15]=1[N:20]([C:4](=[O:5])[C:3]1[C:7]([F:11])=[CH:8][CH:9]=[CH:10][C:2]=1[Cl:1])[NH2:21]. Procedure details: 71.7 g (0.37 mol) of 2-chloro-6-fluorobenzoyl chloride are slowly added dropwise to a solution, cooled to 5° C., of 65.4 g (0.37 mol) of o-trifluoromethylphenylhydrazine in 200 ml of pyridine in such a manner that the temperature of the reaction mixture does not exceed 5° C. The mixture is stirred at room temperature for a further 90 minutes and subsequently treated with 400 ml of water. The aqueous phase is extracted three times with 150 ml of diethyl ether each time and the combined organic ph... Starting materials: N#Cc1ccc(Cn2cncc2CO)cc1, COC(=O)C1(Cc2cccc(C)c2)CCNCC1, CCN(C(C)C)C(C)C, ClCCl, Cl, O=S(=O)(OS(=O)(=O)C(F)(F)F)C(F)(F)F. Product: COC(=O)C1(Cc2cccc(C)c2)CCN(Cc2cncn2Cc2ccc(C#N)cc2)CC1. Reaction SMILES: [C:1](#[N:2])[c:3]1[cH:4][cH:5][c:6]([CH2:7][n:8]2[cH:9][n:10][cH:11][c:12]2[CH2:13][OH:14])[cH:15][cH:16]1.[CH3:33][c:34]1[cH:35][c:36]([CH2:37][C:38]2([C:44](=[O:45])[O:46][CH3:47])[CH2:39][CH2:40][NH:41][CH2:42][CH2:43]2)[cH:48][cH:49][cH:50]1.[CH:51]([N:52]([CH:53]([CH3:54])[CH3:55])[CH2:56][CH3:57])([CH3:58])[CH3:59].[Cl:60][CH2:61][Cl:62].[ClH:32].[F:17][C:18]([S:19]([O:20][S:21]([C:22]([F:23])([F:24])[F:25])(=[O:26])=[O:27])(=[O:28])=[O:29])([F:30])[F:31]>>[C:1](#[N:2])[c:3]1[cH:4][cH:5][c:6]([CH2:7][n:8]2[cH:9][n:10][cH:11][c:12]2[CH2:13][N:41]2[CH2:40][CH2:39][C:38]([CH2:37][c:36]3[cH:35][c:34]([CH3:33])[cH:50][cH:49][cH:48]3)([C:44](=[O:45])[O:46][CH3:47])[CH2:43][CH2:42]2)[cH:15][cH:16]1. Starting materials: C(#N)C1=CC=C(C2=CC=CC=C12)F (1-cyano-4-fluoronaphthalene), N1C(CCCC1)CO (2-piperidinemethanol). Solvent: C(C)(=O)OCC (ethyl acetate), N1=CC=CC=C1 (pyridine). Yields the product OCC1N(CCCC1)C1=CC=C(C2=CC=CC=C12)C#N (4-[2-(Hydroxymethyl)piperidin-1-yl]naphthalene-1-carbonitrile). Reaction SMILES: [C:1]([C:3]1[C:12]2[C:7](=[CH:8][CH:9]=[CH:10][CH:11]=2)[C:6](F)=[CH:5][CH:4]=1)#[N:2].[NH:14]1[CH2:19][CH2:18][CH2:17][CH2:16][CH:15]1[CH2:20][OH:21]>N1C=CC=CC=1.C(OCC)(=O)C>[OH:21][CH2:20][CH:15]1[CH2:16][CH2:17][CH2:18][CH2:19][N:14]1[C:6]1[C:7]2[C:12](=[CH:11][CH:10]=[CH:9][CH:8]=2)[C:3]([C:1]#[N:2])=[CH:4][CH:5]=1. Procedure: A solution of 1-cyano-4-fluoronaphthalene (200 mg, 1.168 mmol) in pyridine (0.5 mL) was transferred to a Pyrex tube and 2-piperidinemethanol (538 mg, 4.67 mmol) was added. The tube was capped and exposed to microwave irradiation (200° C., 60 min). The reaction mixture was diluted with ethyl acetate, washed with 0.4 N HCl and saturated aqueous NaHCO3. The organic phase was dried and evaporated to give a crude product which was purified by preparative TLC (65:35 n-heptane/ethyl acetate), followed ... The reactants are C(C1=CC=CC=C1)OC1=C(C(=O)O)C=CC=C1 (2-benzyloxybenzoic acid), C1=CC(=CC=C1[N+](=O)[O-])O (p-nitrophenol), C1(CCCCC1)N=C=NC1CCCCC1 (dicyclohexylcarbodiimide), [N+](=O)([O-])C1=CC=C(C=C1)C=1C(=C(C(=O)[O-])C=CC1)OCC1=CC=CC=C1 (4-nitrophenyl-2-(benzyloxy)benzoate). Run in O1CCCC1 (tetrahydrofuran), C(C)N(CC)CC (triethylamine), C(C)(=O)OCC (ethyl acetate). Yields the product [N+](=O)([O-])C1=CC=C(C=C1)C=1C(=C(C(=O)[O-])C=CC1)OCC1=CC=CC=C1 (4-nitrophenyl-2-(benzyloxy)benzoate), N[C@@H](CO)C(=O)O (L-serine), ( R ). Reaction SMILES: C([O:8][C:9]1C=CC=C[C:10]=1[C:11]([OH:13])=[O:12])C1C=CC=CC=1.C1C([N+:24]([O-])=O)=CC=C(O)C=1.C1(N=C=NC2CCCCC2)CCCCC1.[N+:43]([C:46]1[CH:51]=[CH:50][C:49]([C:52]2[C:53]([O:61][CH2:62][C:63]3[CH:68]=[CH:67][CH:66]=[CH:65][CH:64]=3)=[C:54]([CH:58]=[CH:59][CH:60]=2)[C:55]([O-:57])=[O:56])=[CH:48][CH:47]=1)([O-:45])=[O:44]>C(OCC)(=O)C.O1CCCC1.C(N(CC)CC)C>[N+:43]([C:46]1[CH:51]=[CH:50][C:49]([C:52]2[C:53]([O:61][CH2:62][C:63]3[CH:64]=[CH:65][CH:66]=[CH:67][CH:68]=3)=[C:54]([CH:58]=[CH:59][CH:60]=2)[C:55]([O-:57])=[O:56])=[CH:48][CH:47]=1)([O-:45])=[O:44].[NH2:24][C@H:10]([C:11]([OH:13])=[O:12])[CH2:9][OH:8]. Procedure: 2-Benzyloxybenzoic acid 4 was then reacted with p-nitrophenol 5 and dicyclohexylcarbodiimide (DCC) in ethyl acetate to produce, after work-up, 4-nitrophenyl-2-(benzyloxy)benzoate 6 in 45% yield. Treatment of the benzoate 6 with L-serine 7 and triethylamine (TEA) in tetrahydrofuran (THF)/water gave the protected E/D fragment 8 of Exochelin 786SM(R) in 79% yield. This segment undergoes subsequent reaction with a protected form of the C/F fragment to generate the largest subunit of the target compo...